Dataset: the Open Reaction Database (ORD), a public repository of structured organic reaction records. Task: describe an organic reaction: reactants, conditions, products, and yield Starting materials: [H][H] (hydrogen), [H][H] (hydrogen), CC1=C(C=C(C=C1)C(C(=O)O)CC=C)C1=NC=CC=C1 (4-Methyl-3-(2-pyridyl)phenyl-pent-4-enoic acid). The reagents and catalysts are [Pd] (palladium on carbon), [Pd] (Palladium on carbon). The solvent is Cl (HCl), Cl (HCl), CCO (EtOH). Product: CC1=C(C=C(C=C1)C(C(=O)O)CCC)C1=NC=CC=C1 (4-Methyl-3-(2-pyridyl)phenyl-valeric Acid). Yield: 59.6%. RXN SMILES: [CH3:1][C:2]1[CH:7]=[CH:6][C:5]([CH:8]([CH2:12][CH:13]=[CH2:14])[C:9]([OH:11])=[O:10])=[CH:4][C:3]=1[C:15]1[CH:20]=[CH:19][CH:18]=[CH:17][N:16]=1.[H][H]>CCO.Cl.[Pd]>[CH3:1][C:2]1[CH:7]=[CH:6][C:5]([CH:8]([CH2:12][CH2:13][CH3:14])[C:9]([OH:11])=[O:10])=[CH:4][C:3]=1[C:15]1[CH:20]=[CH:19][CH:18]=[CH:17][N:16]=1. Procedure details: 4-Methyl-3-(2-pyridyl)phenyl-pent-4-enoic acid (0.5 g, 1.87 mmol) was dissolved in EtOH (15 ml) and 6N HCl (0.15 ml). 10% Palladium on carbon (0.08 g) was added and the reaction mixture was stirred under a balloon of hydrogen gas overnight. Then, additional 10% palladium on carbon (0.09 g) and 6N HCl (0.2 ml) were added and the reaction was stirred under a balloon of hydrogen gas for an additional 6 h. The reaction mixture was then filtered through a pad of Celite, azeotroped with toluene (40 ml... The reactants are COC(=O)C1C(O)CCN1S(=O)(=O)Nc1ccc(C#N)c(Cl)c1C, CC#N, C(=NC1CCCCC1)=NC1CCCCC1, O=[N+]([O-])c1ccc(O)cc1. Product: Cc1c(N2C(=O)C3C(O)CCN3S2(=O)=O)ccc(C#N)c1Cl. As a reaction SMILES: [CH3:1][O:2][C:3](=[O:4])[CH:5]1[N:6]([S:11]([NH:12][c:13]2[c:14]([CH3:22])[c:15]([Cl:21])[c:16]([C:19]#[N:20])[cH:17][cH:18]2)(=[O:23])=[O:24])[CH2:7][CH2:8][CH:9]1[OH:10].[CH3:50][C:51]#[N:52].[CH:25]1([N:26]=[C:27]=[N:28][CH:29]2[CH2:30][CH2:31][CH2:32][CH2:33][CH2:34]2)[CH2:35][CH2:36][CH2:37][CH2:38][CH2:39]1.[N+:40]([c:41]1[cH:42][cH:43][c:44]([OH:45])[cH:46][cH:47]1)([O-:48])=[O:49]>>[O:2]=[C:3]1[CH:5]2[N:6]([CH2:7][CH2:8][CH:9]2[OH:10])[S:11](=[O:23])(=[O:24])[N:12]1[c:13]1[c:14]([CH3:22])[c:15]([Cl:21])[c:16]([C:19]#[N:20])[cH:17][cH:18]1. The reactants are CCOC(=O)c1ccc(-n2ccc3ccc(CO)cc32)cc1, CC(=O)OC(C)=O, ClCCl, O, c1ccncc1. Yields the product CCOC(=O)c1ccc(-n2ccc3ccc(COC(C)=O)cc32)cc1. As a reaction SMILES: [CH2:1]([CH3:2])[O:3][C:4]([c:5]1[cH:6][cH:7][c:8](-[n:11]2[cH:12][cH:13][c:14]3[cH:15][cH:16][c:17]([CH2:20][OH:21])[cH:18][c:19]23)[cH:9][cH:10]1)=[O:22].[CH3:23][C:24](=[O:25])[O:26][C:27](=[O:28])[CH3:29].[Cl:37][CH2:38][Cl:39].[OH2:36].[cH:30]1[cH:31][cH:32][n:33][cH:34][cH:35]1>>[CH2:1]([CH3:2])[O:3][C:4]([c:5]1[cH:6][cH:7][c:8](-[n:11]2[cH:12][cH:13][c:14]3[cH:15][cH:16][c:17]([CH2:20][O:21][C:24]([CH3:23])=[O:25])[cH:18][c:19]23)[cH:9][cH:10]1)=[O:22]. Starting materials: C(C)OC(=O)C=1C=NC2=CC(=C(C=C2C1Cl)OC)OC (4-chloro-6,7-dimethoxy-3-quinolinecarboxylic ethyl ester), [OH-].[Na+] (sodium hydroxide), Cl (hydrochloric acid). The solvent is C(C)O (ethanol), O (water). Product: ClC1=C(C=NC2=CC(=C(C=C12)OC)OC)C(=O)O (4-chloro-6,7-dimethoxy-3-quinolinecarboxylic acid). Yield: 116.4%. Reaction SMILES: C([O:3][C:4]([C:6]1[CH:7]=[N:8][C:9]2[C:14]([C:15]=1[Cl:16])=[CH:13][C:12]([O:17][CH3:18])=[C:11]([O:19][CH3:20])[CH:10]=2)=[O:5])C.[OH-].[Na+].Cl>C(O)C.O>[Cl:16][C:15]1[C:14]2[C:9](=[CH:10][C:11]([O:19][CH3:20])=[C:12]([O:17][CH3:18])[CH:13]=2)[N:8]=[CH:7][C:6]=1[C:4]([OH:5])=[O:3] |f:1.2|. Procedure details: 4-chloro-6,7-dimethoxy-3-quinolinecarboxylic ethyl ester (ex RSL) (50 g) was suspended in ethanol (400 ml) and aqueous 2M sodium hydroxide (400 ml) was added with stirring, stirred for 24 hours. The reaction mixture was diluted with water (400 ml), cooled in an ice/water bath and brought to pH4 by carefully addition of concentrated hydrochloric acid. The resulting solid was filtered off, washed with water and dried in a vacuum oven at 50° C. To give 4-chloro-6,7-dimethoxy-3-quinolinecarboxylic a... The reactants are [Li+].C[Si](C)(C)[N-][Si](C)(C)C (LiHMDS), C(C1=CC=CC=C1)[C@H]1N(C(OC1)=O)C(CCC=C)=O ((R)-4-benzyl-3-pent-4-enoyl-oxazolidin-2-one), BrCC1=C(C=C(C=C1Cl)OCC1=CC=CC=C1)Cl (2-bromomethyl-1,3-dichloro-5-benzyloxy-benzene). Solvent: C1CCOC1 (THF). Reaction conditions: temperature -75 celsius. Yields the product C(C1=CC=CC=C1)[C@H]1N(C(OC1)=O)C(C(CC=C)CC1=C(C=C(C=C1Cl)OCC1=CC=CC=C1)Cl)=O ((R)-4-benzyl-3-[2-(4-benzyloxy-2,6-dichloro-benzyl)-pent-4-enoyl]-oxazolidin-2-one). Yield: 86.0%. Reaction SMILES: [CH2:1]([C@@H:8]1[CH2:12][O:11][C:10](=[O:13])[N:9]1[C:14](=[O:19])[CH2:15][CH2:16][CH:17]=[CH2:18])[C:2]1[CH:7]=[CH:6][CH:5]=[CH:4][CH:3]=1.[Li+].C[Si]([N-][Si](C)(C)C)(C)C.Br[CH2:31][C:32]1[C:37]([Cl:38])=[CH:36][C:35]([O:39][CH2:40][C:41]2[CH:46]=[CH:45][CH:44]=[CH:43][CH:42]=2)=[CH:34][C:33]=1[Cl:47]>C1COCC1>[CH2:1]([C@@H:8]1[CH2:12][O:11][C:10](=[O:13])[N:9]1[C:14](=[O:19])[CH:15]([CH2:31][C:32]1[C:33]([Cl:47])=[CH:34][C:35]([O:39][CH2:40][C:41]2[CH:42]=[CH:43][CH:44]=[CH:45][CH:46]=2)=[CH:36][C:37]=1[Cl:38])[CH2:16][CH:17]=[CH2:18])[C:2]1[CH:3]=[CH:4][CH:5]=[CH:6][CH:7]=1 |f:1.2|. Procedure details: Stir a mixture of (R)-4-benzyl-3-pent-4-enoyl-oxazolidin-2-one (345 g, 1.33 mol) and THF (1.8 L) in a 12 L 3-neck round bottom flask, with internal temperature probe/nitrogen inlet and addition funnel, under a nitrogen atmosphere and cool to −75° C. Transfer 1 M LiHMDS (1.6 L) to the addition funnel and add at a rate such that the internal temperature does not reach above −60° C. After the addition is complete, allow the reaction to stir at −25° C. for 30 min then cool to about −60° C. At this p... Reactants: C=CCOc1ccc(CCl)cc1, CCO, NC(N)=S, N, O. Product: C=CCOc1ccc(CS)cc1. As a reaction SMILES: [CH2:1]([CH:2]=[CH2:3])[O:4][c:5]1[cH:6][cH:7][c:8]([CH2:11][Cl:12])[cH:9][cH:10]1.[CH3:19][CH2:20][OH:21].[NH2:13][C:14]([NH2:15])=[S:16].[NH3:18].[OH2:17]>>[CH2:1]([CH:2]=[CH2:3])[O:4][c:5]1[cH:6][cH:7][c:8]([CH2:11][SH:16])[cH:9][cH:10]1.